Dataset: the Open Reaction Database (ORD), a public repository of structured organic reaction records. Task: describe an organic reaction: reactants, conditions, products, and yield The reactants are OC1=C(C(=O)C2=CC=CC=C2)C=CC=C1 (2-hydroxybenzophenone), C(CC#N)#N (malononitrile), N1CCCCC1 (piperidine). Solvent: C(C)O (ethanol). Run at temperature 2.5 celsius, time 2 hour. Product: C(#N)C=1C(OC2=CC=CC=C2C1C1=CC=CC=C1)=N (3-Cyano-2-imino-4-phenyl-2H-chromene). Isolated yield 48.7%. RXN SMILES: [OH:1][C:2]1[CH:15]=[CH:14][CH:13]=[CH:12][C:3]=1[C:4]([C:6]1[CH:11]=[CH:10][CH:9]=[CH:8][CH:7]=1)=O.[C:16](#[N:20])[CH2:17][C:18]#[N:19].N1CCCCC1>C(O)C>[C:18]([C:17]1[C:16](=[NH:20])[O:1][C:2]2[C:3]([C:4]=1[C:6]1[CH:11]=[CH:10][CH:9]=[CH:8][CH:7]=1)=[CH:12][CH:13]=[CH:14][CH:15]=2)#[N:19]. Procedure: To a mixture of 2-hydroxybenzophenone (2.0 g, 10 mmol) and malononitrile (661 mg, 10 mmol) in ethanol (15 mL) was added piperidine (0.5 mL, 5.0 mmol). The mixture was stirred under 0-5° C. for 2 h. The solvent was evaporated and the residue was purified by chromatography on silica gel with ethyl acetate and hexane (1:2) as eluant, yielding 1.2 g (48%) of the title compound. 1H NMR (CDCl3): 7.74-7.29 (m, 7H), 7.20-7.13 (m, 2H). Starting materials: OCCOC1=C(C=CC=C1)C(CC(=O)OC(C)(C)C)=O (tert-Butyl 3-(2-(2-hydroxyethoxy)phenyl)-3-oxopropanoate). Run in C(C)O (ethanol). The product is OCCOC1=C(C=CC=C1)C(CC(=O)OCC)=O (Ethyl 3-(2-(2-hydroxyethoxy)phenyl)-3-oxopropanoate). As a reaction SMILES: [OH:1][CH2:2][CH2:3][O:4][C:5]1[CH:10]=[CH:9][CH:8]=[CH:7][C:6]=1[C:11](=[O:20])[CH2:12][C:13]([O:15][C:16](C)(C)[CH3:17])=[O:14]>C(O)C>[OH:1][CH2:2][CH2:3][O:4][C:5]1[CH:10]=[CH:9][CH:8]=[CH:7][C:6]=1[C:11](=[O:20])[CH2:12][C:13]([O:15][CH2:16][CH3:17])=[O:14]. Reported procedure: tert-Butyl 3-(2-(2-hydroxyethoxy)phenyl)-3-oxopropanoate (2.0 g, 7.14 mmol) in ethanol (20 mL) was heated in a microwave reactor at 120° C. for 90 min. The mixture was cooled to room temperature and the solvent was concentrated under reduced pressure to give a yellow oil. The crude product was purified by flash chromatography (30-40% EtOAc: petroleum ether) to give the title compound as a yellow solid. The reactants are CC(C)(C)OC(=O)N1CCC(=O)CC1, C1CCNC1, CCO, Fc1cccc2[nH]ccc12. Yields the product CC(C)(C)OC(=O)N1CC=C(c2c[nH]c3cccc(F)c23)CC1. Reaction SMILES: [C:11]([CH3:12])([CH3:13])([CH3:14])[O:15][C:16](=[O:17])[N:18]1[CH2:19][CH2:20][C:21](=[O:24])[CH2:22][CH2:23]1.[CH2:25]1[CH2:26][NH:27][CH2:28][CH2:29]1.[CH3:30][CH2:31][OH:32].[F:1][c:2]1[c:3]2[cH:4][cH:5][nH:6][c:7]2[cH:8][cH:9][cH:10]1>>[F:1][c:2]1[c:3]2[c:4]([C:21]3=[CH:20][CH2:19][N:18]([C:16]([O:15][C:11]([CH3:12])([CH3:13])[CH3:14])=[O:17])[CH2:23][CH2:22]3)[cH:5][nH:6][c:7]2[cH:8][cH:9][cH:10]1. Reactants: C(C)(=O)C=1C=C(C=NC1)C(=O)OC (methyl 5-acetylpyridine-3-carboxylate), [OH-].[Na+] (sodium hydroxide), Cl (hydrogen chloride). The solvent is CO (methanol). Run at time 1 hour. Yields the product C(C)(=O)C=1C=C(C=NC1)C(=O)O (5-acetylpyridine-3-carboxylic acid). RXN SMILES: [C:1]([C:4]1[CH:5]=[C:6]([C:10]([O:12]C)=[O:11])[CH:7]=[N:8][CH:9]=1)(=[O:3])[CH3:2].[OH-].[Na+].Cl>CO>[C:1]([C:4]1[CH:5]=[C:6]([C:10]([OH:12])=[O:11])[CH:7]=[N:8][CH:9]=1)(=[O:3])[CH3:2] |f:1.2|. Procedure details: To a solution of methyl 5-acetylpyridine-3-carboxylate (0.15 g, 0.84 mmol) in methanol (2.10 mL) was added aqueous 1N sodium hydroxide solution (2.51 mL, 2.51 mmol). The resulting mixture was stirred at room temperature for 1 hour, then concentrated under reduced pressure to give a residue that was acidified with aqueous 1 N hydrogen chloride solution and extracted with ethyl acetate. The organic extracts were combined, dried over magnesium sulfate, filtered and concentrated to provide the title... The reactants are CC1=CC=C2C(=NC=NC2=C1N)NC1=CC(=CC=C1)C(F)(F)F (7-methyl-N4-(3-(trifluoromethyl)phenyl)quinazoline-4,8-diamine), CCN(C(C)C)C(C)C (DIPEA), ClC1=CC=C(C(=C1C(=O)O)F)CNC(C(C)(C)C)=O (6-chloro-2-fluoro-3-(pivalamidomethyl)benzoic acid), C(C(=O)Cl)(=O)Cl (oxalyl chloride). Reagents/catalysts: CN(C)C=O (DMF). The solvent is C(Cl)Cl (CH2Cl2). Product: ClC1=CC=C(C(=C1C(=O)NC=1C(=CC=C2C(=NC=NC12)NC1=CC(=CC=C1)C(F)(F)F)C)F)CNC(C(C)(C)C)=O (6-Chloro-2-fluoro-N-(7-methyl-4-((3-(trifluoromethyl)phenyl)amino)quinazolin-8-yl)-3-(pivalamidomethyl)benzamide). Yield: 9.7%. RXN SMILES: [CH3:1][C:2]1[C:11]([NH2:12])=[C:10]2[C:5]([C:6]([NH:13][C:14]3[CH:19]=[CH:18][CH:17]=[C:16]([C:20]([F:23])([F:22])[F:21])[CH:15]=3)=[N:7][CH:8]=[N:9]2)=[CH:4][CH:3]=1.[Cl:24][C:25]1[C:30]([C:31](O)=[O:32])=[C:29]([F:34])[C:28]([CH2:35][NH:36][C:37](=[O:42])[C:38]([CH3:41])([CH3:40])[CH3:39])=[CH:27][CH:26]=1.C(Cl)(=O)C(Cl)=O.CCN(C(C)C)C(C)C>CN(C=O)C.C(Cl)Cl>[Cl:24][C:25]1[C:30]([C:31]([NH:12][C:11]2[C:2]([CH3:1])=[CH:3][CH:4]=[C:5]3[C:10]=2[N:9]=[CH:8][N:7]=[C:6]3[NH:13][C:14]2[CH:19]=[CH:18][CH:17]=[C:16]([C:20]([F:23])([F:21])[F:22])[CH:15]=2)=[O:32])=[C:29]([F:34])[C:28]([CH2:35][NH:36][C:37](=[O:42])[C:38]([CH3:40])([CH3:39])[CH3:41])=[CH:27][CH:26]=1. Procedure: The title compound was prepared following the procedure described in Example-1 using 7-methyl-N4-(3-(trifluoromethyl)phenyl)quinazoline-4,8-diamine (Intermediate-37, 140 mg, 0.44 mmol), 6-chloro-2-fluoro-3-(pivalamidomethyl)benzoic acid (Intermediate-2, 163 mg, 0.57 mmol), oxalyl chloride (108 mg, 0.86 mmol), DMF (1 drop) and DIPEA (170 mg, 1.32 mmol) in CH2Cl2 (5 mL) to afford 25 mg of the title product. 1H NMR (300 MHz, DMSO-d6): δ 10.71 (s, 1H), 10.03 (s, 1H), 8.72 (s, 1H), 8.46 (d, J=8.4 Hz,...